This data is from the Open Reaction Database (ORD), a public repository of structured organic reaction records. The task is: describe an organic reaction: reactants, conditions, products, and yield Product: COC(c1ccc(C(F)(F)F)cc1CNc1nnn(C)n1)C1CCCCC1. RXN SMILES: [BH4-:29].[CH3:22][n:23]1[n:24][c:25]([NH2:28])[n:26][n:27]1.[CH3:31][c:32]1[cH:33][cH:34][cH:35][cH:36][cH:37]1.[CH:1]1([CH:7]([c:8]2[c:9]([CH:10]=[O:11])[cH:12][c:13]([C:16]([F:17])([F:18])[F:19])[cH:14][cH:15]2)[O:20][CH3:21])[CH2:2][CH2:3][CH2:4][CH2:5][CH2:6]1.[Na+:30]>>[CH:1]1([CH:7]([c:8]2[c:9]([CH2:10][NH:28][c:25]3[n:24][n:23]([CH3:22])[n:27][n:26]3)[cH:12][c:13]([C:16]([F:17])([F:18])[F:19])[cH:14][cH:15]2)[O:20][CH3:21])[CH2:2][CH2:3][CH2:4][CH2:5][CH2:6]1. Reactants: [BH4-], Cn1nnc(N)n1, Cc1ccccc1, COC(c1ccc(C(F)(F)F)cc1C=O)C1CCCCC1, [Na+].